Dataset: the Open Reaction Database (ORD), a public repository of structured organic reaction records. Task: describe an organic reaction: reactants, conditions, products, and yield Reactants: C(=O)(O)[O-].[Na+] (NaHCO3), COC=1C=C2C=NC(=NC2=CC1)[C@]1(NC(OC1)=O)C ((R)-4-(6-Methoxy-quinazolin-2-yl)-4-methyl-oxazolidin-2-one), C(Cl)Cl (methylene chloride), B(Br)(Br)Br (boron tribromide), [Cl-] (chloride). Run at temperature -78 celsius. Product: OC=1C=C2C=NC(=NC2=CC1)[C@]1(NC(OC1)=O)C ((R)-4-(6-Hydroxyquinazolin-2-yl)-4-methyloxazolidin-2-one). RXN SMILES: C[O:2][C:3]1[CH:4]=[C:5]2[C:10](=[CH:11][CH:12]=1)[N:9]=[C:8]([C@:13]1([CH3:19])[CH2:17][O:16][C:15](=[O:18])[NH:14]1)[N:7]=[CH:6]2.C(Cl)Cl.B(Br)(Br)Br.[Cl-].C([O-])(O)=O.[Na+]>>[OH:2][C:3]1[CH:4]=[C:5]2[C:10](=[CH:11][CH:12]=1)[N:9]=[C:8]([C@:13]1([CH3:19])[CH2:17][O:16][C:15](=[O:18])[NH:14]1)[N:7]=[CH:6]2 |f:4.5|. Procedure: (R)-4-(6-Methoxy-quinazolin-2-yl)-4-methyl-oxazolidin-2-one (860.0 mg, 3.317 mmol) was dissolved in methylene chloride (60 mL, 900 mmol), and cooled to −78° C. A solution of 1.0 M of boron tribromide in nethylene chloride (9.95 mL, 9.95 mmol) was then added dropwise. The reaction mixture was then warmed up to at 23° C. gradually and then heated at 50° C. for 2 hours. The reaction mixture was then question with NaHCO3 (sat) to basic, and neutralized back to pH-7-8. DCM was removed under vacuum, t... Starting materials: CN(C=O)C (N,N-dimethylformamide), FC=1C=C(C=CC1)O (3-fluorophenol), [H-].[Na+] (sodium hydride), BrC1=NC=C(C=C1)Br (2,5-Dibromopyridine). Solvent: O (Water). Conditions: temperature 0 celsius, time 10 minute. Product: BrC=1C=CC(=NC1)OC1=CC(=CC=C1)F (5-Bromo-2-(3-fluoro-phenoxy)-pyridine). Yield: 110.6%. RXN SMILES: CN(C)C=O.[F:6][C:7]1[CH:8]=[C:9]([OH:13])[CH:10]=[CH:11][CH:12]=1.[H-].[Na+].Br[C:17]1[CH:22]=[CH:21][C:20]([Br:23])=[CH:19][N:18]=1>O>[Br:23][C:20]1[CH:21]=[CH:22][C:17]([O:13][C:9]2[CH:10]=[CH:11][CH:12]=[C:7]([F:6])[CH:8]=2)=[N:18][CH:19]=1 |f:2.3|. Procedure details: To an N,N-dimethylformamide (100 mL) solution of 3-fluorophenol (3.30 g, 29.4 mmol) was added sodium hydride (1.41 g, 29.4 mmol, 50% in oil), which was stirred for 10 minutes at 0° C. 2,5-Dibromopyridine (4.64 g, 19.6 mmol) was then added to this mixture at 0° C., followed by 7 hours and 45 minutes of stirring at 110° C. Water was added to the reaction solution at room temperature, which was then extracted with ethyl acetate. The organic layer was separated, washed with water and saturated aqueo... Reactants: C1(=CC=CC=C1)C1=NC(=CC(=N1)O)C1=CC=CC=C1 (2,6-diphenyl-pyrimidin-4-ol), C1(=CC=CC=C1)C1=NC(=CC(=N1)O)C1=CC=CC=C1 (2,6-diphenyl-pyrimidin-4-ol), BrCC1=CC=C(C(=O)OC)C=C1 (methyl 4-(bromomethyl)benzoate). Yields the product C1(=CC=CC=C1)C1=NC(=CC(=N1)OCC1=CC=C(C(=O)O)C=C1)C1=CC=CC=C1 (4-{[(2,6-Diphenylpyrimidin-4-yl)oxy]methyl}benzoic acid). Reaction SMILES: [C:1]1([C:7]2[N:12]=[C:11]([OH:13])[CH:10]=[C:9]([C:14]3[CH:19]=[CH:18][CH:17]=[CH:16][CH:15]=3)[N:8]=2)[CH:6]=[CH:5][CH:4]=[CH:3][CH:2]=1.Br[CH2:21][C:22]1[CH:31]=[CH:30][C:25]([C:26]([O:28]C)=[O:27])=[CH:24][CH:23]=1>>[C:1]1([C:7]2[N:12]=[C:11]([O:13][CH2:21][C:22]3[CH:31]=[CH:30][C:25]([C:26]([OH:28])=[O:27])=[CH:24][CH:23]=3)[CH:10]=[C:9]([C:14]3[CH:15]=[CH:16][CH:17]=[CH:18][CH:19]=3)[N:8]=2)[CH:6]=[CH:5][CH:4]=[CH:3][CH:2]=1. Reported procedure: The title compound was prepared from 2,6-diphenyl-pyrimidin-4-ol (which was obtained in Intermediate 4) and methyl 4-(bromomethyl)benzoate according to Method A and Method B; 1H NMR (DMSO-d6, 300 MHz) δ 5.62 (s, 2H), 7.25 (t, J=8.9 Hz, 2H), 7.49 (s, 1H), 7.50-7.70 (m, 12H); LC retention time 3.59 min; MS: m/z (ESI) 381 (M−H). Reactants: Cl.CCO (HCl EtOH), CC1=NOC(=N1)C12CN(CC2C1)C(=O)OC(C)(C)C (tert-Butyl 1-(3-methyl-1,2,4-oxadiazole-yl)-3-azabicyclo[3.1.0]hexan-3-carboxylate). The solvent is C(C)O (ethanol). The product is C12(CNCC2C1)C1=NC(=NO1)C (5-(3-Azabicyclo[3.1.0]hexan-1-yl)-3-methyl-1,2,4-oxadiazole). Isolated yield 99.8%. As a reaction SMILES: Cl.CCO.[CH3:5][C:6]1[N:10]=[C:9]([C:11]23[CH2:16][CH:15]2[CH2:14][N:13](C(OC(C)(C)C)=O)[CH2:12]3)[O:8][N:7]=1>C(O)C>[C:11]12([C:9]3[O:8][N:7]=[C:6]([CH3:5])[N:10]=3)[CH2:16][CH:15]1[CH2:14][NH:13][CH2:12]2 |f:0.1|. Procedure details: HCl/EtOH (8.49 mL of 2.53 M solution) was added to tert-butyl 1-(3-methyl-1,2,4-oxadiazol-5-yl)-3-azabicyclo[3.1.0]hexane-3-carboxylate (104) (1.9 g, 7.16 mmol) in 5 mL of ethanol. The solution was refluxed for 5 minutes, cooled and condensed to a white solid. The crude solid was crystallized from ethanol and diethyl ether, obtained 1.18 g of white solid hydrochloride salt MS (ESI) m/z 165.8[M+H]+. 1H NMR (CDCl3) δ: 1.18 (m, 2H), 1.50 (s, 3H), 3.42 (m, 3H), 3.74 (m, 2H), 9.64 (s, 2H).